This data is from the Open Reaction Database (ORD), a public repository of structured organic reaction records. The task is: describe an organic reaction: reactants, conditions, products, and yield The reactants are BrCCCCOC1=C(C=CC=C1)CCC1=C(C=CC=C1)Cl (2-(4-bromobutoxy)-2'-chlorobibenzyl), CNC (dimethylamine). Solvent: O1CCCC1 (tetrahydrofuran). The product is Cl.CN(CCCCOC1=C(C=CC=C1)CCC1=C(C=CC=C1)Cl)C (2-(4-dimethylaminobutoxy)-2'-chlorobibenzyl hydrochloride). Yield: 93.0%. RXN SMILES: Br[CH2:2][CH2:3][CH2:4][CH2:5][O:6][C:7]1[CH:12]=[CH:11][CH:10]=[CH:9][C:8]=1[CH2:13][CH2:14][C:15]1[CH:20]=[CH:19][CH:18]=[CH:17][C:16]=1[Cl:21].[CH3:22][NH:23][CH3:24]>O1CCCC1>[ClH:21].[CH3:22][N:23]([CH3:24])[CH2:2][CH2:3][CH2:4][CH2:5][O:6][C:7]1[CH:12]=[CH:11][CH:10]=[CH:9][C:8]=1[CH2:13][CH2:14][C:15]1[CH:20]=[CH:19][CH:18]=[CH:17][C:16]=1[Cl:21] |f:3.4|. Reported procedure: A solution of 3.0 g of 2-(4-bromobutoxy)-2'-chlorobibenzyl in 15 ml of 50% aqueous dimethylamine solution and 15 ml of tetrahydrofuran was stirred at room temperature for 5 hours. The reaction mixture was concentrated and to the concentrate was added 2N-NaOH solution. The product was extracted with ether, washed well with saturated sodium chloride solution and then dried over anhydrous sodium sulfate. To the ether solution was added 20% ethanolic hydrogen chloride to yield white crystals. Recrys...